This data is from the Open Reaction Database (ORD), a public repository of structured organic reaction records. The task is: describe an organic reaction: reactants, conditions, products, and yield As a reaction SMILES: [Br:6][c:7]1[cH:8][c:9]2[c:10]([cH:11][cH:12]1)[N:13]1[C:14](=[N:15][CH2:16][CH2:17][CH:18]1[CH3:19])[C:20]21[O:21][CH2:25][CH2:24][CH2:23][O:22]1.[NH4+:27].[OH-:26].[S:1](=[O:2])(=[O:3])([OH:4])[OH:5]>>[Br:6][c:7]1[cH:8][c:9]2[c:10]([cH:11][cH:12]1)[N:13]1[C:14](=[N:15][CH2:16][CH2:17][CH:18]1[CH3:19])[C:20]2=[O:21]. The product is CC1CCN=C2C(=O)c3cc(Br)ccc3N21. The reactants are CC1CCN=C2N1c1ccc(Br)cc1C21OCCCO1, [NH4+], [OH-], O=S(=O)(O)O. Reactants: Cc1cc(CN)no1, Cc1nc(N2CC(C)N(Cc3ccc(F)cc3)C2=O)sc1C(=O)O, Cc1nc(N2CC(C)N(Cc3cc(F)cc(F)c3)C2=O)sc1C(=O)O, NCc1cccnc1. Yields the product Cc1cc(CNC(=O)c2sc(N3CC(C)N(Cc4cc(F)cc(F)c4)C3=O)nc2C)no1. RXN SMILES: [CH3:9][c:10]1[cH:11][c:12]([CH2:15][NH2:16])[n:13][o:14]1.[F:17][c:18]1[cH:19][cH:20][c:21]([CH2:22][N:23]2[CH:24]([CH3:25])[CH2:26][N:27]([c:28]3[s:29][c:30]([C:31]([OH:32])=[O:33])[c:34]([CH3:35])[n:36]3)[C:37]2=[O:38])[cH:39][cH:40]1.[F:41][c:42]1[cH:43][c:44]([CH2:45][N:46]2[C:47](=[O:61])[N:48]([c:52]3[s:53][c:54]([C:58](=[O:59])[OH:60])[c:55]([CH3:57])[n:56]3)[CH2:49][CH:50]2[CH3:51])[cH:62][c:63]([F:65])[cH:64]1.[n:1]1[cH:2][cH:3][cH:4][c:5]([CH2:6][NH2:7])[cH:8]1>>[CH3:9][c:10]1[cH:11][c:12]([CH2:15][NH:16][C:58]([c:54]2[s:53][c:52]([N:48]3[C:47](=[O:61])[N:46]([CH2:45][c:44]4[cH:43][c:42]([F:41])[cH:64][c:63]([F:65])[cH:62]4)[CH:50]([CH3:51])[CH2:49]3)[n:56][c:55]2[CH3:57])=[O:59])[n:13][o:14]1. The reactants are CC(C(=O)OC)(C)C=1SC=CC1 (methyl 2-methyl-2-(2-thienyl)propionate), [OH-].[K+] (potassium hydroxide), O (water). The solvent is ice water, O1CCOCC1 (1,4-dioxane). Product: CC(C(=O)O)(C)C=1SC=CC1 (2-Methyl-2-(2-thienyl)propionic acid). The yield is 97.7%. RXN SMILES: [CH3:1][C:2]([C:8]1[S:9][CH:10]=[CH:11][CH:12]=1)([CH3:7])[C:3]([O:5]C)=[O:4].[OH-].[K+].O>O1CCOCC1>[CH3:7][C:2]([C:8]1[S:9][CH:10]=[CH:11][CH:12]=1)([CH3:1])[C:3]([OH:5])=[O:4] |f:1.2|. Reported procedure: A solution containing 17.5 g of methyl 2-methyl-2-(2-thienyl)propionate [prepared as described in step (i) above], 12.6 g of potassium hydroxide, 72 ml of water, and 168 ml of 1,4-dioxane was heated under reflux for 2 hours. At the end of this time, it was diluted with ice-water, and extracted twice with diethyl ether. The aqueous layer was adjusted to a weakly acidic pH, extracted three times with diethyl ether, washed with water and with a saturated aqueous solution of sodium chloride, in that...